Dataset: the Open Reaction Database (ORD), a public repository of structured organic reaction records. Task: describe an organic reaction: reactants, conditions, products, and yield The reactants are CCCCCC(=O)Cl, Nc1ncc(OCc2ccccc2)cn1, ClCCl, Cl, c1ccncc1. The product is CCCCCC(=O)Nc1ncc(OCc2ccccc2)cn1. Reaction SMILES: [C:22]([CH2:23][CH2:24][CH2:25][CH2:26][CH3:27])(=[O:28])[Cl:29].[CH2:1]([c:2]1[cH:3][cH:4][cH:5][cH:6][cH:7]1)[O:8][c:9]1[cH:10][n:11][c:12]([NH2:15])[n:13][cH:14]1.[Cl:31][CH2:32][Cl:33].[ClH:30].[cH:16]1[cH:17][cH:18][n:19][cH:20][cH:21]1>>[CH2:1]([c:2]1[cH:3][cH:4][cH:5][cH:6][cH:7]1)[O:8][c:9]1[cH:10][n:11][c:12]([NH:15][C:22]([CH2:23][CH2:24][CH2:25][CH2:26][CH3:27])=[O:28])[n:13][cH:14]1. Starting materials: [OH-].[Na+] (sodium hydroxide), FC=1C=C(C=CC1C=1N(C=C(N1)C(F)(F)F)COCC[Si](C)(C)C)C=1C(=CC(=NC1)OCC1(CCC1)C(=O)OCC)C (ethyl 1-{[(5-{3-fluoro-4-[4-(trifluoromethyl)-1-{[2-(trimethylsilyl)ethoxy]methyl}-1H-imidazol-2-yl]phenyl}-4-methylpyridin-2-yl)oxy]methyl}cyclobutanecarboxylate). The solvent is CO (Methanol). Yields the product FC=1C=C(C=CC1C=1N(C=C(N1)C(F)(F)F)COCC[Si](C)(C)C)C=1C(=CC(=NC1)OCC1(CCC1)C(=O)O)C (1-{[(5-{3-fluoro-4-[4-(trifluoromethyl)-1-{[2-(trimethylsilyl)ethoxy]methyl}-1H-imidazol-2-yl]phenyl}-4-methylpyridin-2-yl)oxy]methyl}cyclobutanecarboxylic acid). The yield is 102.5%. RXN SMILES: [OH-].[Na+].[F:3][C:4]1[CH:5]=[C:6]([C:27]2[C:28]([CH3:44])=[CH:29][C:30]([O:33][CH2:34][C:35]3([C:39]([O:41]CC)=[O:40])[CH2:38][CH2:37][CH2:36]3)=[N:31][CH:32]=2)[CH:7]=[CH:8][C:9]=1[C:10]1[N:11]([CH2:19][O:20][CH2:21][CH2:22][Si:23]([CH3:26])([CH3:25])[CH3:24])[CH:12]=[C:13]([C:15]([F:18])([F:17])[F:16])[N:14]=1>CO>[F:3][C:4]1[CH:5]=[C:6]([C:27]2[C:28]([CH3:44])=[CH:29][C:30]([O:33][CH2:34][C:35]3([C:39]([OH:41])=[O:40])[CH2:36][CH2:37][CH2:38]3)=[N:31][CH:32]=2)[CH:7]=[CH:8][C:9]=1[C:10]1[N:11]([CH2:19][O:20][CH2:21][CH2:22][Si:23]([CH3:26])([CH3:25])[CH3:24])[CH:12]=[C:13]([C:15]([F:18])([F:16])[F:17])[N:14]=1 |f:0.1|. Procedure details: Methanol (6.3 mL) and 1N aqueous sodium hydroxide solution (2.6 mL) were added to ethyl 1-{[(5-{3-fluoro-4-[4-(trifluoromethyl)-1-{[2-(trimethylsilyl)ethoxy]methyl}-1H-imidazol-2-yl]phenyl}-4-methylpyridin-2-yl)oxy]methyl}cyclobutanecarboxylate (315 mg) and the mixture was refluxed for 1 hour. Methanol was distilled off under reduced pressure, and the residue was neutralized by 1N hydrochloric acid. The mixture was extracted with ethyl acetate, the organic layer was washed with a saturated brine... The reactants are O=[N+]([O-])c1ccc(N2CCN(Cc3ccccc3)CC2)nc1CS(=O)(=O)c1ccccc1, CO, Cl, [Na+], O=C([O-])O, [Sn]. RXN SMILES: [CH2:1]([c:2]1[cH:3][cH:4][cH:5][cH:6][cH:7]1)[N:8]1[CH2:9][CH2:10][N:11]([c:14]2[cH:15][cH:16][c:17]([N+:30]([O-:31])=[O:32])[c:18]([CH2:20][S:21](=[O:22])(=[O:23])[c:24]3[cH:25][cH:26][cH:27][cH:28][cH:29]3)[n:19]2)[CH2:12][CH2:13]1.[CH3:40][OH:41].[ClH:34].[Na+:39].[O-:35][C:36]([OH:37])=[O:38].[Sn:33]>>[CH2:1]([c:2]1[cH:3][cH:4][cH:5][cH:6][cH:7]1)[N:8]1[CH2:9][CH2:10][N:11]([c:14]2[cH:15][cH:16][c:17]([NH2:30])[c:18]([CH2:20][S:21](=[O:22])(=[O:23])[c:24]3[cH:25][cH:26][cH:27][cH:28][cH:29]3)[n:19]2)[CH2:12][CH2:13]1. The product is Nc1ccc(N2CCN(Cc3ccccc3)CC2)nc1CS(=O)(=O)c1ccccc1. The reactants are COC=1C=C(C=CC1)CCC1=C(C=CC=C1)O (2-[2-(3-methoxyphenyl)ethyl]phenol), CC(C)([O-])C.[K+] (potassium t-butoxide), C(C)(C)(C)OC(=O)N1C[C@H](OCC1)COS(=O)(=O)C1=CC=C(C=C1)C ((S)-4-t-butoxycarbonyl-2-(p-toluenesulfonyloxymethyl)morpholine). The solvent is CC(=O)N(C)C (dimethylacetamide). The product is C(C)(C)(C)OC(=O)N1C[C@H](OCC1)COC1=C(C=CC=C1)CCC1=CC(=CC=C1)OC ((S)-4-t-Butoxycarbonyl-2-{2-[2-(3-methoxyphenyl)ethyl]phenoxymethyl}morpholine). The yield is 92.3%. Reaction SMILES: [CH3:1][O:2][C:3]1[CH:4]=[C:5]([CH2:9][CH2:10][C:11]2[CH:16]=[CH:15][CH:14]=[CH:13][C:12]=2[OH:17])[CH:6]=[CH:7][CH:8]=1.CC(C)([O-])C.[K+].[C:24]([O:28][C:29]([N:31]1[CH2:36][CH2:35][O:34][C@H:33]([CH2:37]OS(C2C=CC(C)=CC=2)(=O)=O)[CH2:32]1)=[O:30])([CH3:27])([CH3:26])[CH3:25]>CC(N(C)C)=O>[C:24]([O:28][C:29]([N:31]1[CH2:36][CH2:35][O:34][C@H:33]([CH2:37][O:17][C:12]2[CH:13]=[CH:14][CH:15]=[CH:16][C:11]=2[CH2:10][CH2:9][C:5]2[CH:6]=[CH:7][CH:8]=[C:3]([O:2][CH3:1])[CH:4]=2)[CH2:32]1)=[O:30])([CH3:27])([CH3:25])[CH3:26] |f:1.2|. Procedure: Following a procedure similar to that described in Example 40(a), 1.14 g of 2-[2-(3-methoxyphenyl)ethyl]phenol (prepared as described in Preparation 20), 0.560 g of potassium t-butoxide and 1.86 g of (S)-4-t-butoxycarbonyl-2-(p-toluenesulfonyloxymethyl)morpholine were reacted in 25 ml of dimethylacetamide. The mixture was then worked up as described in Example 40(a), and the crude product thus obtained was purified by column chromatography through silica gel, using a 5:1 by volume mixture of hex... Reaction SMILES: [Cl:1][C:2]1[CH:3]=[C:4]([CH:19]=[CH:20][C:21]=1[O:22][CH3:23])[CH2:5][NH:6][C:7]1[C:16]2[C:11](=[CH:12][CH:13]=[C:14]([Cl:17])[CH:15]=2)[C:10](Cl)=[N:9][N:8]=1.Br.[C:25](=[O:28])([O-])[O-].[K+].[K+].O>CN1CCCC1=O>[Cl:17][C:14]1[CH:15]=[C:16]2[C:11](=[CH:12][CH:13]=1)[C:10]([N:6]([CH2:5][CH2:4][CH2:25][OH:28])[CH3:7])=[N:9][N:8]=[C:7]2[NH:6][CH2:5][C:4]1[CH:19]=[CH:20][C:21]([O:22][CH3:23])=[C:2]([Cl:1])[CH:3]=1 |f:2.3.4|. Run at temperature 170 celsius, time 7.5 hour. Reactants: O (water), Br (hydrobromide), C([O-])([O-])=O.[K+].[K+] (potassium carbonate), ClC=1C=C(CNC2=NN=C(C3=CC=C(C=C23)Cl)Cl)C=CC1OC (4-(3-Chloro-4-methoxybenzyl)amino-1,6-dichlorophthalazine). Solvent: CN1C(CCC1)=O (N-methyl-2-pyrrolidone). Procedure details: The compound (1.0 g, 2.7 mmol) prepared in Example 27 was dissolved in 9 ml of N-methyl-2-pyrrolidone, followed by the addition of 0.7 g (4.1 mmol) of N-methylpropanolamine hydrobromide and 1.14 g (8.2 mmol) of anhydrous potassium carbonate. The obtained mixture was stirred at 170° C. for 7.5 hours, followed by the addition of water. The resulting mixture was extracted with ethyl acetate. The organic phase was washed with water and a saturated aqueous solution of common salt, dried over anhydrou... Yields the product ClC=1C=C2C(=NN=C(C2=CC1)N(C)CCCO)NCC1=CC(=C(C=C1)OC)Cl (6-Chloro-4-(3-chloro-4-methoxybenzyl)amino-1-[N-(3-hydroxypropyl)-N-methylamino]phthalazine). The yield is 6.5%. Procedure: Benzyl 6-bromo-1-tert-butyl-7-hydroxy-1,4,6,7-tetrahydrospiro[indazole-5,4′-piperidine]-1′-carboxylate (57.9 g, 122 mmol) was dissolved in acetone (1 L) and cooled to 0° C. in an ice bath. To the solution was added Jones Reagent (122 mL) (Fillion, E. Tetrahedron Letters 2004, 46, 1091-1094). The ice bath was removed and the reaction was allowed to warm to room temperature and stir for 45 minutes. Saturated aqueous sodium bicarbonate was added until gas evolution ceased and the pH reached 7. The ... The solvent is CC(=O)C (acetone). Isolated yield 87.1%. Reaction SMILES: [Br:1][CH:2]1[C:10]2([CH2:15][CH2:14][N:13]([C:16]([O:18][CH2:19][C:20]3[CH:25]=[CH:24][CH:23]=[CH:22][CH:21]=3)=[O:17])[CH2:12][CH2:11]2)[CH2:9][C:8]2[CH:7]=[N:6][N:5]([C:26]([CH3:29])([CH3:28])[CH3:27])[C:4]=2[CH:3]1[OH:30].CC(C)=O.OS(O)(=O)=O.O=[Cr](=O)=O>CC(C)=O>[Br:1][CH:2]1[C:10]2([CH2:15][CH2:14][N:13]([C:16]([O:18][CH2:19][C:20]3[CH:25]=[CH:24][CH:23]=[CH:22][CH:21]=3)=[O:17])[CH2:12][CH2:11]2)[CH2:9][C:8]2[CH:7]=[N:6][N:5]([C:26]([CH3:28])([CH3:27])[CH3:29])[C:4]=2[C:3]1=[O:30] |f:1.2.3|. The reactants are BrC1C(C=2N(N=CC2CC12CCN(CC2)C(=O)OCC2=CC=CC=C2)C(C)(C)C)O (Benzyl 6-bromo-1-tert-butyl-7-hydroxy-1,4,6,7-tetrahydrospiro[indazole-5,4′-piperidine]-1′-carboxylate), CC(=O)C.OS(=O)(=O)O.O=[Cr](=O)=O (Jones Reagent). Yields the product BrC1C(C=2N(N=CC2CC12CCN(CC2)C(=O)OCC2=CC=CC=C2)C(C)(C)C)=O (benzyl 6-bromo-1-tert-butyl-7-oxo-1,4,6,7-tetrahydrospiro[indazole-5,4′-piperidine]-1′-carboxylate). Conditions: temperature 0 celsius, time 45 minute. Reaction SMILES: [O:1]1[C:6]2[CH:7]=[CH:8][CH:9]=[CH:10][C:5]=2[O:4][CH2:3][CH:2]1[CH2:11][N:12]1[CH2:17][CH2:16][CH:15]([CH:18]([CH3:27])[NH:19]CC2C=CC=CC=2)[CH2:14][CH2:13]1.[H][H]>[Pd].CO>[O:1]1[C:6]2[CH:7]=[CH:8][CH:9]=[CH:10][C:5]=2[O:4][CH2:3][CH:2]1[CH2:11][N:12]1[CH2:13][CH2:14][CH:15]([CH:18]([CH3:27])[NH2:19])[CH2:16][CH2:17]1. Run in CO (methanol). Yields the product O1C(COC2=C1C=CC=C2)CN2CCC(CC2)C(N)C (1-[(2,3-dihydro-1,4-benzodioxin-2-yl)methyl]-α-methyl-4piperidinemethanamine), intermediate 83. Procedure: A mixture of 13.2 parts of 1-[(2,3-dihydro-1,4-benzodioxin-2-yl)methyl]-α-methyl-N-(phenylmethyl)-4-piperidinemethanamine and 160 parts of methanol was hydrogenated at normal pressure and at 50° C. with 2 parts of palladium-on-charcoal catalyst 10%. After the calculated amount of hydrogen was taken up, the catalyst was filtered off and the filtrate was evaporated, yielding 8 parts (80.4%) of 1-[(2,3-dihydro-1,4-benzodioxin-2-yl)methyl]-α-methyl-4piperidinemethanamine as an oily residue (intermed... Isolated yield 80.4%. Reactants: [H][H] (hydrogen), 13.2, O1C(COC2=C1C=CC=C2)CN2CCC(CC2)C(NCC2=CC=CC=C2)C (1-[(2,3-dihydro-1,4-benzodioxin-2-yl)methyl]-α-methyl-N-(phenylmethyl)-4-piperidinemethanamine). Reagents/catalysts: [Pd] (palladium-on-charcoal).